From a dataset of the Open Reaction Database (ORD), a public repository of structured organic reaction records. describe an organic reaction: reactants, conditions, products, and yield The reactants are Cl (hydrochloric acid), ClC1=C(C(=O)O)C=CC(=C1)Cl (2,4-dichlorobenzoic acid), [OH-].[Na+] (NaOH), C(=O)([O-])[O-].[K+].[K+] (K2CO3), NCC(=O)O (glycine). Reagents/catalysts: C([O-])([O-])=O.[Cu+2] (copper carbonate). Solvent: CC(=O)N(C)C (dimethylacetamide), O (water). Conditions: temperature 80 celsius. Yields the product C(=O)(O)C=NC=1C(C(=O)O)=CC=C(C1)Cl (N-carboxymethylene-4-chloroanthranilic acid). Yield: 76.0%. Reaction SMILES: Cl[C:2]1[CH:10]=[C:9]([Cl:11])[CH:8]=[CH:7][C:3]=1[C:4]([OH:6])=[O:5].[NH2:12][CH2:13][C:14]([OH:16])=[O:15].[OH-].[Na+].C([O-])([O-])=O.[K+].[K+].Cl>CC(N(C)C)=O.O.C(=O)([O-])[O-].[Cu+2]>[C:14]([CH:13]=[N:12][C:2]1[C:3](=[CH:7][CH:8]=[C:9]([Cl:11])[CH:10]=1)[C:4]([OH:6])=[O:5])([OH:16])=[O:15] |f:2.3,4.5.6,10.11|. Procedure details: 47.8 g(0.25 mol) of 2,4-dichlorobenzoic acid are dissolved in 500 g of dimethylacetamide, 26.3 g (0.35 mol) of glycine and 1.7 g (7.5 mmol) of basic copper carbonate are added and the mixture is heated to 80° C. After addition of 24 g (0.6 mol) of NaOH and 22.5 g (0.16 mol) of K2CO3, the mixture is heated at 140° C. for 5 h. It is cooled to room temperature, diluted with 200 ml of water and adjusted to pH 2 with hydrochloric acid, and the crystalline product is filtered off. 43.9 g (0.19 mol, 77... The reactants are C(C1=CC=CC=C1)SC1=C(C(=O)N)C=C(C=C1)Cl (2-Benzylsulphanyl-5-chlorobenzamide), S(=O)(=O)(Cl)Cl (sulphuryl chloride). Run in ClCCl (dichloromethane), CCCCCCC (heptane). Conditions: time 1 hour. The product is ClC=1C=CC2=C(C(=NS2)O)C1 (5-Chlorobenzo[d]isothiazol-3-ol). The yield is 117.7%. RXN SMILES: C([S:8][C:9]1[CH:17]=[CH:16][C:15]([Cl:18])=[CH:14][C:10]=1[C:11]([NH2:13])=[O:12])C1C=CC=CC=1.S(Cl)(Cl)(=O)=O>ClCCl.CCCCCCC>[Cl:18][C:15]1[CH:16]=[CH:17][C:9]2[S:8][N:13]=[C:11]([OH:12])[C:10]=2[CH:14]=1. Procedure details: 2-Benzylsulphanyl-5-chlorobenzamide (523 mg, 1.89 mmol) was dissolved in dichloromethane (20 mL) and sulphuryl chloride (0.183 mL, 3.29 mmol) added dropwise. The resultant white suspension was stirred for a further 1 h, diluted with heptane (15 mL), filtered, washed with heptane and dried under suction to afford the title compound as a white solid (413 mg, >100%). The reactants are C1(CC1)N(C(OC(C)(C)C)=O)C1=NC(=NC=2N1N=CC2)C2=CC(=CC=C2)OC(F)(F)F (Tert-butyl cyclopropyl(2-(3-(trifluoromethoxy)phenyl)pyrazolo[1,5-a][1,3,5]triazin-4-yl)carbamate), FC(C(=O)O)(F)F (trifluoroacetic acid). Run in ClCCl (dichloromethane). Reaction conditions: time 1 hour. Product: C1(CC1)NC1=NC(=NC=2N1N=CC2C=O)C2=CC(=CC=C2)OC(F)(F)F (4-(cyclopropylamino)-2-(3-(trifluoromethoxy)phenyl)pyrazolo[1,5-a][1,3,5] triazine-8-carbaldehyde). RXN SMILES: [CH:1]1([N:4]([C:12]2[N:17]3[N:18]=[CH:19][CH:20]=[C:16]3[N:15]=[C:14]([C:21]3[CH:26]=[CH:25][CH:24]=[C:23]([O:27][C:28]([F:31])([F:30])[F:29])[CH:22]=3)[N:13]=2)C(=O)OC(C)(C)C)[CH2:3][CH2:2]1.FC(F)(F)[C:34](O)=[O:35]>ClCCl>[CH:1]1([NH:4][C:12]2[N:17]3[N:18]=[CH:19][C:20]([CH:34]=[O:35])=[C:16]3[N:15]=[C:14]([C:21]3[CH:26]=[CH:25][CH:24]=[C:23]([O:27][C:28]([F:29])([F:30])[F:31])[CH:22]=3)[N:13]=2)[CH2:2][CH2:3]1. Reported procedure: Tert-butyl cyclopropyl(2-(3-(trifluoromethoxy)phenyl)pyrazolo[1,5-a][1,3,5]triazin-4-yl)carbamate was dissolved in dichloromethane (0.7 mL) and trifluoroacetic acid (0.7 mL). After 1 h, the solution was concentrated under a stream of air to give crude 4-(cyclopropylamino)-2-(3-(trifluoromethoxy)phenyl)pyrazolo[1,5-a][1,3,5] triazine-8-carbaldehyde which was used without further purification. LCMS (ES): >90% pure, m/z 336 [M+1]+. 4-(cyclopropylamino)-2-(3-(trifluoromethoxy)phenyl)pyrazolo[1,5-a][... Starting materials: [N+](=O)([O-])C1=CC=C(OC=2C=C(C=CC2)C2=NN=C(O2)C2=C(C=C(C(=C2)O)C=2OC(=NN2)C2=CC(=CC=C2)OC2=CC=C(C=C2)[N+](=O)[O-])O)C=C1 (2,5-bis(5-(3-(4-nitrophenoxy)phenyl)-1,3,4-oxadiazole-2-yl)benzene-1,4-diol). The reagents and catalysts are [Pd] (palladium), catalyst. The solvent is C1CCOC1 (THF). Run at time 18 hour. Product: NC1=CC=C(OC=2C=C(C=CC2)C2=NN=C(O2)C2=C(C=C(C(=C2)O)C=2OC(=NN2)C2=CC(=CC=C2)OC2=CC=C(C=C2)N)O)C=C1 (2,5-bis(5-(3-(4-aminophenoxy)phenyl)-1,3,4-oxadiazole-2-yl)benzene-1,4-diol). Isolated yield 36.6%. RXN SMILES: [N+:1]([C:4]1[CH:50]=[CH:49][C:7]([O:8][C:9]2[CH:10]=[C:11]([C:15]3[O:19][C:18]([C:20]4[CH:25]=[C:24]([OH:26])[C:23]([C:27]5[O:28][C:29]([C:32]6[CH:37]=[CH:36][CH:35]=[C:34]([O:38][C:39]7[CH:44]=[CH:43][C:42]([N+:45]([O-])=O)=[CH:41][CH:40]=7)[CH:33]=6)=[N:30][N:31]=5)=[CH:22][C:21]=4[OH:48])=[N:17][N:16]=3)[CH:12]=[CH:13][CH:14]=2)=[CH:6][CH:5]=1)([O-])=O>C1COCC1.[Pd]>[NH2:1][C:4]1[CH:5]=[CH:6][C:7]([O:8][C:9]2[CH:10]=[C:11]([C:15]3[O:19][C:18]([C:20]4[CH:25]=[C:24]([OH:26])[C:23]([C:27]5[O:28][C:29]([C:32]6[CH:37]=[CH:36][CH:35]=[C:34]([O:38][C:39]7[CH:44]=[CH:43][C:42]([NH2:45])=[CH:41][CH:40]=7)[CH:33]=6)=[N:30][N:31]=5)=[CH:22][C:21]=4[OH:48])=[N:17][N:16]=3)[CH:12]=[CH:13][CH:14]=2)=[CH:49][CH:50]=1. Reported procedure: 0.30 g of 2,5-bis(5-(3-(4-nitrophenoxy)phenyl)-1,3,4-oxadiazole-2-yl)benzene-1,4-diol prepared in Synthesis Example 15 was dissolved in 150 ml of THF, and 0.05 g of a catalyst having 5 wt % of palladium impregnated in activated carbon was added thereto. Gases generated in the solution by purging an argon (Ar) gas were removed to create a vacuum, followed by stirring for 18 hours while supplying H2 gas (approximately 2-3 atm) for inducing a reaction. After the reaction was completed, the reaction... Reactants: [OH-].[NH4+] (Ammonium hydroxide), FC1=CC=C(C=C1)C1=C(C=CC=C1)NC(C)=O (N-(4′-fluorobiphenyl-2-yl)acetamide), polyphosphoric acid. Reaction conditions: temperature 120 celsius, time 48 hour. The product is FC1=CC2=C(N=C3C=CC=CC3=C2C=C1)C (8-Fluoro-6-methylphenanthridine), solid. The yield is 94.0%. RXN SMILES: [F:1][C:2]1[CH:7]=[CH:6][C:5]([C:8]2[CH:13]=[CH:12][CH:11]=[CH:10][C:9]=2[NH:14][C:15](=O)[CH3:16])=[CH:4][CH:3]=1.[OH-].[NH4+]>>[F:1][C:2]1[CH:7]=[CH:6][C:5]2[C:4](=[C:15]([CH3:16])[N:14]=[C:9]3[C:8]=2[CH:13]=[CH:12][CH:11]=[CH:10]3)[CH:3]=1 |f:1.2|. Procedure details: The N-(4′-fluorobiphenyl-2-yl)acetamide (18.5 g, 80.7 mmol) was mixed with polyphosphoric acid (250 g) and heated at 120° C. with vigorous stirring for 48 hours. The hot reaction mixture was poured onto ice and stirred vigorously until homogeneous. Ammonium hydroxide (28-30%, aqueous) was added until the pH was greater than eight. A white precipitate was filtered, dissolved in ethyl acetate (250 mL), and re-filtered. The combined filtrate was washed with a saturated, aqueous, sodium chloride sol... Starting materials: C(C1=CC(OC)=C(O)C(OC)=C1)(=O)O (syringic acid), OC1=CC=CC=2NN=NC21 (hydroxybenzotriazol), C1(CCCCC1)N=C=NC1CCCCC1 (dicyclohexylcarbodiimide), [N+](=O)([O-])C1=CC=C(C=C1)N1CCNCC1 (1-(4-nitrophenyl)piperazine), C(=O)(NC1CCCCC1)NC1CCCCC1 (dicyclohexylurea). Run in CN(C)C=O (DMF). Conditions: time 7 hour. Yields the product COC1=C(C(=CC(=C1)C(=O)N1CCN(CC1)C1=CC=C(C=C1)[N+](=O)[O-])OC)O (2,6-dimethoxy-4-{[4-(4-nitrophenyl)-1-piperazinyl]carbonyl}-phenol). Reaction SMILES: [C:1]([OH:14])(=O)[C:2]1[CH:12]=[C:9]([O:10][CH3:11])[C:7]([OH:8])=[C:4]([O:5][CH3:6])[CH:3]=1.OC1C2N=NNC=2C=CC=1.C1(N=C=NC2CCCCC2)CCCCC1.[N+:40]([C:43]1[CH:48]=[CH:47][C:46]([N:49]2[CH2:54][CH2:53][NH:52][CH2:51][CH2:50]2)=[CH:45][CH:44]=1)([O-:42])=[O:41].C(NC1CCCCC1)(NC1CCCCC1)=O>CN(C=O)C>[CH3:6][O:5][C:4]1[CH:3]=[C:2]([C:1]([N:52]2[CH2:53][CH2:54][N:49]([C:46]3[CH:45]=[CH:44][C:43]([N+:40]([O-:42])=[O:41])=[CH:48][CH:47]=3)[CH2:50][CH2:51]2)=[O:14])[CH:12]=[C:9]([O:10][CH3:11])[C:7]=1[OH:8]. Procedure details: In a 100 ml flask, 0.99 g (5 mmoles) of syringic acid, 0.74 g (5.5 mmoles) of hydroxybenzotriazol, 1.10 g (5.5 mmoles) of dicyclohexylcarbodiimide and 1.04 g (5 mmoles) of 1-(4-nitrophenyl)piperazine are dissolved in 10 ml of DMF. After agitation at ambient temperature for 7 hours, the mixture is filtered and the precipitate rinsed with 20 ml of DMF followed by 100 ml of chloroform 2 g of a yellow powder is obtained, containing approximately 20% of dicyclohexylurea. The product is used as it is ... Starting materials: CCOC(=O)C1C2C(OC(C)=O)CC(NC(=O)OC(C)(C)C)(C(=O)OCC)C12, ClCCl, O=C(O)C(F)(F)F. Yields the product CCOC(=O)C1C2C(OC(C)=O)CC(N)(C(=O)OCC)C12. As a reaction SMILES: [CH2:1]([CH3:2])[O:3][C:4](=[O:5])[C:6]1([NH:21][C:22]([O:23][C:24]([CH3:25])([CH3:26])[CH3:27])=[O:28])[CH:7]2[CH:8]([C:16](=[O:17])[O:18][CH2:19][CH3:20])[CH:9]2[CH:10]([O:12][C:13]([CH3:14])=[O:15])[CH2:11]1.[Cl:36][CH2:37][Cl:38].[F:29][C:30]([F:31])([F:32])[C:33]([OH:34])=[O:35]>>[CH2:1]([CH3:2])[O:3][C:4](=[O:5])[C:6]1([NH2:21])[CH:7]2[CH:8]([C:16](=[O:17])[O:18][CH2:19][CH3:20])[CH:9]2[CH:10]([O:12][C:13]([CH3:14])=[O:15])[CH2:11]1. Starting materials: [BH4-], CO, Cc1nn(C(C)C)c(Sc2cc(Cl)cc(Cl)c2)c1C(=O)c1ccccc1, [Na+], O. Product: Cc1nn(C(C)C)c(Sc2cc(Cl)cc(Cl)c2)c1C(O)c1ccccc1. RXN SMILES: [BH4-:27].[CH3:30][OH:31].[Cl:1][c:2]1[cH:3][c:4]([S:9][c:10]2[c:11]([C:19](=[O:20])[c:21]3[cH:22][cH:23][cH:24][cH:25][cH:26]3)[c:12]([CH3:18])[n:13][n:14]2[CH:15]([CH3:16])[CH3:17])[cH:5][c:6]([Cl:8])[cH:7]1.[Na+:28].[OH2:29]>>[Cl:1][c:2]1[cH:3][c:4]([S:9][c:10]2[c:11]([CH:19]([OH:20])[c:21]3[cH:22][cH:23][cH:24][cH:25][cH:26]3)[c:12]([CH3:18])[n:13][n:14]2[CH:15]([CH3:16])[CH3:17])[cH:5][c:6]([Cl:8])[cH:7]1. Starting materials: CC(C)(C)OC(=O)NNC(=O)c1ccc([N+](=O)[O-])cc1F, COc1ccc(P2(=S)SP(=S)(c3ccc(OC)cc3)S2)cc1, C1COCCO1. Product: CC(C)(C)OC(=O)NNC(=S)c1ccc([N+](=O)[O-])cc1F. RXN SMILES: [C:1]([CH3:2])([CH3:3])([CH3:4])[O:5][C:6](=[O:7])[NH:8][NH:9][C:10]([c:11]1[c:12]([F:20])[cH:13][c:14]([N+:17](=[O:18])[O-:19])[cH:15][cH:16]1)=[O:21].[CH3:22][O:23][c:24]1[cH:25][cH:26][c:27]([P:28]2(=[S:31])[S:29][P:30]([c:32]3[cH:33][cH:34][c:35]([O:36][CH3:37])[cH:38][cH:39]3)(=[S:40])[S:41]2)[cH:42][cH:43]1.[O:44]1[CH2:45][CH2:46][O:47][CH2:48][CH2:49]1>>[C:1]([CH3:2])([CH3:3])([CH3:4])[O:5][C:6](=[O:7])[NH:8][NH:9][C:10]([c:11]1[c:12]([F:20])[cH:13][c:14]([N+:17](=[O:18])[O-:19])[cH:15][cH:16]1)=[S:31]. Reactants: ClC1=NC2=CC=C(C=C2C(=C1)C)OC (2-Chloro-6-methoxy-4-methylquinoline), C(C)(C)(C)OC(N(C)C)N(C)C (tert-butoxybis(dimethylamino)methane). Run at temperature 120 celsius. Yields the product ClC1=NC2=CC=C(C=C2C(=C1)C=CN(C)C)OC ([2-(2-chloro-6-methoxyquinolin-4-yl)ethenyl]dimethylamine). The yield is 92.6%. As a reaction SMILES: [Cl:1][C:2]1[CH:11]=[C:10]([CH3:12])[C:9]2[C:4](=[CH:5][CH:6]=[C:7]([O:13][CH3:14])[CH:8]=2)[N:3]=1.C(O[CH:20](N(C)C)[N:21]([CH3:23])[CH3:22])(C)(C)C>>[Cl:1][C:2]1[CH:11]=[C:10]([CH:12]=[CH:20][N:21]([CH3:23])[CH3:22])[C:9]2[C:4](=[CH:5][CH:6]=[C:7]([O:13][CH3:14])[CH:8]=2)[N:3]=1. Procedure: 2-Chloro-6-methoxy-4-methylquinoline (25 g, 0.12 mol) and tert-butoxybis(dimethylamino)methane (Bredereck's reagent) (30 g, 0.17 mol) was stirred under heating at 120° C. for 1.5 hours. After cooling the reaction mixture, the precipitated crystals were washed with diisopropyl ether to obtain the title compound (29.2 g, 92%).